This data is from the Open Reaction Database (ORD), a public repository of structured organic reaction records. The task is: describe an organic reaction: reactants, conditions, products, and yield Reactants: C(C)(C)(C)OC(=O)N(CC[C@@H]1CC[C@H](CC1)COC(C)=O)C (trans-acetic acid 4-[2-(tert-butoxycarbonyl-methyl-amino)-ethyl]-cyclohexylmethyl ester), CO (MeOH), [OH-].[Na+] (NaOH), [OH-].[Na+] (NaOH). The solvent is O1CCOCC1 (dioxane). Run at temperature 15 celsius, time 1.5 hour. Yields the product C(C)(C)(C)OC(N(C)CC[C@@H]1CC[C@H](CC1)CO)=O (trans-[2-(4-hydroxymethyl-cyclohexyl)-ethyl]-methyl-carbamic acid tert-butyl ester). Yield: 110.0%. As a reaction SMILES: [C:1]([O:5][C:6]([N:8]([CH3:22])[CH2:9][CH2:10][C@H:11]1[CH2:16][CH2:15][C@H:14]([CH2:17][O:18]C(=O)C)[CH2:13][CH2:12]1)=[O:7])([CH3:4])([CH3:3])[CH3:2].[OH-].[Na+].CO>O1CCOCC1>[C:1]([O:5][C:6](=[O:7])[N:8]([CH2:9][CH2:10][C@H:11]1[CH2:12][CH2:13][C@H:14]([CH2:17][OH:18])[CH2:15][CH2:16]1)[CH3:22])([CH3:2])([CH3:4])[CH3:3] |f:1.2|. Procedure: To a cooled (˜15° C.) and stirred solution of 18 g (57.4 mmol) of trans-acetic acid 4-[2-(tert-butoxycarbonyl-methyl-amino)-ethyl]-cyclohexylmethyl ester in 135 mL of dioxane was added within 5 min 63.2 mL (63.2 mmol, 1.1 eq) of aqueous 1M NaOH. The reaction was homogenised with 13 mL of MeOH and 28.7 mL (28.7 mmol, 0.5 eq) of aqueous 1M NaOH after 3 h, then stirred for additional 1.5 h. The reaction was evaporated to remove the dioxane, partitioned between Et2O (×3)/H2O, dried over Na2SO4 and e... Starting materials: [Al+3], [Br-], [Br-], [Br-], BrCCBr, CCCCCC, CN(C)C=O, CCOC(=O)C1C(C=C(Cl)Cl)C1(C)C, Cl, C1=NCCCN2CCCCC12, O. Product: CCOC(=O)C1C(C=C(Br)Br)C1(C)C. RXN SMILES: [Al+3:16].[Br-:15].[Br-:17].[Br-:18].[CH2:31]([Br:32])[CH2:33][Br:34].[CH3:35][CH2:36][CH2:37][CH2:38][CH2:39][CH3:40].[CH3:41][N:42]([CH3:43])[CH:44]=[O:45].[Cl:1][C:2](=[CH:3][CH:4]1[C:5]([CH3:12])([CH3:13])[CH:6]1[C:7](=[O:8])[O:9][CH2:10][CH3:11])[Cl:14].[ClH:30].[N:19]12[CH2:20][CH2:21][CH2:22][CH2:23][CH:24]1[CH:25]=[N:26][CH2:27][CH2:28][CH2:29]2.[OH2:46]>>[C:2](=[CH:3][CH:4]1[C:5]([CH3:12])([CH3:13])[CH:6]1[C:7](=[O:8])[O:9][CH2:10][CH3:11])([Br:15])[Br:17]. The reactants are C(C1=CC=CC=C1)OC1=CC=C(C=C1)CC#C (1-benzyloxy-4-prop-2-ynyl-benzene), CN[C@@H]1[C@H](CCCC1)NC ((1S,2S)—N,N′-dimethylcyclohexane-1,2-diamine), O=C1C(O)=C([O-])[C@H](O1)[C@@H](O)CO.[Na+] (sodium ascorbate), [N-]=[N+]=[N-].[Na+] (sodium azide), IC=1C(=NC=CC1)N (3-iodopyridin-2-ylamine). Reagents/catalysts: [Cu]I (copper(I) iodide). Solvent: CS(=O)C (DMSO), O (water), C(C)(=O)OCC (ethyl acetate), O (Water). Run at time 2 day. Yields the product C(C1=CC=CC=C1)OC1=CC=C(CC=2N=NN(C2)C=2C(=NC=CC2)N)C=C1 (3-(4-(4-Benzyloxy-benzyl)-[1,2,3]triazol-1-yl)-pyridin-2-ylamine). Isolated yield 8.3%. RXN SMILES: [CH2:1]([O:8][C:9]1[CH:14]=[CH:13][C:12]([CH2:15][C:16]#[CH:17])=[CH:11][CH:10]=1)[C:2]1[CH:7]=[CH:6][CH:5]=[CH:4][CH:3]=1.[N-:18]=[N+:19]=[N-:20].[Na+].I[C:23]1[C:24]([NH2:29])=[N:25][CH:26]=[CH:27][CH:28]=1.CN[C@H]1CCCC[C@@H]1NC.O=C1O[C@H]([C@H](CO)O)C([O-])=C1O.[Na+]>[Cu]I.C(OCC)(=O)C.O.CS(C)=O>[CH2:1]([O:8][C:9]1[CH:10]=[CH:11][C:12]([CH2:15][C:16]2[N:18]=[N:19][N:20]([C:23]3[C:24]([NH2:29])=[N:25][CH:26]=[CH:27][CH:28]=3)[CH:17]=2)=[CH:13][CH:14]=1)[C:2]1[CH:3]=[CH:4][CH:5]=[CH:6][CH:7]=1 |f:1.2,5.6|. Procedure details: To a solution of DMSO (5.0 mL), water (1.0 mL) and 1-benzyloxy-4-prop-2-ynyl-benzene (50 mg) described in Manufacturing Example 12-2 were added sodium azide (16 mg), 3-iodopyridin-2-ylamine (50 mg) described in Manufacturing Example 1-2, copper(I) iodide (4.3 mg), (1S,2S)—N,N′-dimethylcyclohexane-1,2-diamine (CAS No. 87583-89-9; 4.8 mg), and sodium ascorbate (4.5 mg), which was stirred for 3 hours at 60° C., and then, which was stirred for 2 days at room temperature. Water and ethyl acetate were... The reactants are C(C1=CC=CC=C1)OC1=C2CCCC(C2=CC=C1)C(=O)O (5-benzyloxy-1,2,3,4-tetrahydronaphthalene-1-carboxylic acid), C(C)C1=CC=C(S1)CNC1=CC=C(C=C1)C(C)C ([(5-ethylthiophen-2-yl)methyl](4-isopropylphenyl)amine). The product is C(C1=CC=CC=C1)OC1=C2CCCC(C2=CC=C1)C(=O)N(C1=CC=C(C=C1)C(C)C)CC=1SC(=CC1)CC (5-benzyloxy-N-[(5-ethylthiophen-2-yl)methyl]-N-(4-isopropylphenyl)-1,2,3,4-tetrahydronaphthalene-1-carboxamide). Isolated yield 48.2%. As a reaction SMILES: [CH2:1]([O:8][C:9]1[CH:18]=[CH:17][CH:16]=[C:15]2[C:10]=1[CH2:11][CH2:12][CH2:13][CH:14]2[C:19](O)=[O:20])[C:2]1[CH:7]=[CH:6][CH:5]=[CH:4][CH:3]=1.[CH2:22]([C:24]1[S:28][C:27]([CH2:29][NH:30][C:31]2[CH:36]=[CH:35][C:34]([CH:37]([CH3:39])[CH3:38])=[CH:33][CH:32]=2)=[CH:26][CH:25]=1)[CH3:23]>>[CH2:1]([O:8][C:9]1[CH:18]=[CH:17][CH:16]=[C:15]2[C:10]=1[CH2:11][CH2:12][CH2:13][CH:14]2[C:19]([N:30]([CH2:29][C:27]1[S:28][C:24]([CH2:22][CH3:23])=[CH:25][CH:26]=1)[C:31]1[CH:32]=[CH:33][C:34]([CH:37]([CH3:38])[CH3:39])=[CH:35][CH:36]=1)=[O:20])[C:2]1[CH:3]=[CH:4][CH:5]=[CH:6][CH:7]=1. Procedure details: By the reaction and treatment in the same manner as in Example 12 using 5-benzyloxy-1,2,3,4-tetrahydronaphthalene-1-carboxylic acid (1.13 g) and [(5-ethylthiophen-2-yl)methyl](4-isopropylphenyl)amine (1.04 g) as starting materials, 5-benzyloxy-N-[(5-ethylthiophen-2-yl)methyl]-N-(4-isopropylphenyl)-1,2,3,4-tetrahydronaphthalene-1-carboxamide (1.01 g) was obtained. Product: C(C)OC(C(C(=O)C=1C=NC(=NC1)SC)N(C(C1=CC=C(C=C1)OC(F)(F)F)=O)C1CC1)=O (2-[Cyclopropyl-(4-trifluoromethoxy-benzoyl)-amino]-3-(2-methylsulfanyl-pyrimidin-5-yl)-3-oxo-propionic acid ethyl ester). RXN SMILES: [CH2:1]([O:3][C:4](=[O:23])[CH2:5][N:6]([CH:20]1[CH2:22][CH2:21]1)[C:7](=[O:19])[C:8]1[CH:13]=[CH:12][C:11]([O:14][C:15]([F:18])([F:17])[F:16])=[CH:10][CH:9]=1)[CH3:2].[CH3:24][S:25][C:26]1[N:31]=[CH:30][C:29]([C:32](O)=[O:33])=[CH:28][N:27]=1>>[CH2:1]([O:3][C:4](=[O:23])[CH:5]([N:6]([CH:20]1[CH2:22][CH2:21]1)[C:7](=[O:19])[C:8]1[CH:9]=[CH:10][C:11]([O:14][C:15]([F:16])([F:17])[F:18])=[CH:12][CH:13]=1)[C:32]([C:29]1[CH:28]=[N:27][C:26]([S:25][CH3:24])=[N:31][CH:30]=1)=[O:33])[CH3:2]. Starting materials: oil, intermediate 8A, C(C)OC(CN(C(C1=CC=C(C=C1)OC(F)(F)F)=O)C1CC1)=O ([cyclopropyl-(4-trifluoromethoxy-benzoyl)-amino]-acetic acid ethyl ester), C(C)OC(CN(C(C1=CC=C(C=C1)OC(F)(F)F)=O)C1CC1)=O ([cyclopropyl-(4-trifluoromethoxy-benzoyl)-amino]-acetic acid ethyl ester), CSC1=NC=C(C=N1)C(=O)O (2-methylsulfanyl-pyrimidine-5-carboxylic acid). Procedure details: The title compound, a colorless oil (0.7 g, 32%), was prepared in analogy to intermediate 8A by reaction of [cyclopropyl-(4-trifluoromethoxy-benzoyl)-amino]-acetic acid ethyl ester (intermediate 7B) with 2-methylsulfanyl-pyrimidine-5-carboxylic acid (Arukwe, J.; Undheim, K. Acta Chem. Scand. Ser. B; 1986; 764-767). MS: 484.2 (MH+). The reactants are COC(CC1=CC2=CC=C(C=C2C(=C1)OC1CCNCC1)F)=O ([6-fluoro-4-(piperidin-4-yloxy)-naphthalen-2-yl]-acetic acid methyl ester), N(=C=O)CC (isocyanato-ethane). The solvent is ClCCl (dichloromethane). Run at time 4 hour. Yields the product COC(CC1=CC2=CC=C(C=C2C(=C1)OC1CCN(CC1)C(NCC)=O)F)=O ([4-(1-ethylcarbamoyl-piperidin-4-yloxy)-6-fluoro-naphthalen-2-yl]-acetic acid methyl ester). Yield: 85.0%. RXN SMILES: [CH3:1][O:2][C:3](=[O:23])[CH2:4][C:5]1[CH:14]=[C:13]([O:15][CH:16]2[CH2:21][CH2:20][NH:19][CH2:18][CH2:17]2)[C:12]2[C:7](=[CH:8][CH:9]=[C:10]([F:22])[CH:11]=2)[CH:6]=1.[N:24]([CH2:27][CH3:28])=[C:25]=[O:26]>ClCCl>[CH3:1][O:2][C:3](=[O:23])[CH2:4][C:5]1[CH:14]=[C:13]([O:15][CH:16]2[CH2:17][CH2:18][N:19]([C:25](=[O:26])[NH:24][CH2:27][CH3:28])[CH2:20][CH2:21]2)[C:12]2[C:7](=[CH:8][CH:9]=[C:10]([F:22])[CH:11]=2)[CH:6]=1. Reported procedure: A mixture of [6-fluoro-4-(piperidin-4-yloxy)-naphthalen-2-yl]-acetic acid methyl ester (the intermediate for example 4-1, 1st step, 20 mg, 0.063 mmol) and isocyanato-ethane (0.05 mL) and dichloromethane was stirred at room temperature for 4 hours. The resulting mixture was concentrated in vacuo. The residue was purified by flash column (gradient elution with 0-30% ethyl acetate in petroleum ether) to afford [4-(1-ethylcarbamoyl-piperidin-4-yloxy)-6-fluoro-naphthalen-2-yl]-acetic acid methyl este... Reactants: [Zr] (zirconium), [N+](=O)(O)[O-] (nitric acid), N (Ammonia). Yields the product [N+](=O)([O-])[O-].[Zr+4].[N+](=O)([O-])[O-].[N+](=O)([O-])[O-].[N+](=O)([O-])[O-] (zirconium nitrate). RXN SMILES: [Zr:1].N.[N+:3]([O-:6])([OH:5])=[O:4]>>[N+:3]([O-:6])([O-:5])=[O:4].[Zr+4:1].[N+:3]([O-:6])([O-:5])=[O:4].[N+:3]([O-:6])([O-:5])=[O:4].[N+:3]([O-:6])([O-:5])=[O:4] |f:3.4.5.6.7|. Reported procedure: 7 g of zirconium metal is dissolved in concentrated nitric acid (by HF treatment). Ammonia solution is added to this to precipitate zirconium as its hydroxide. The precipitate is washed with distilled water till it is free from fluoride ions and then dissolved in dilute nitric acid (1 volume of 69% acid mixed with 3 volumes of distilled water) to obtain zirconium nitrate solution.